From a dataset of the Open Reaction Database (ORD), a public repository of structured organic reaction records. describe an organic reaction: reactants, conditions, products, and yield Reactants: ClC1=CC=C2C(=CC=NC2=C1)OC[C@H]1OC1 ((S)-7-Chloro-4-oxiranylmethoxy-quinoline), C1=C(C=CC=2C3=CC=CC=C3CC12)N1[C@H]2C\C=C/C[C@@H](C1)NC2 (Z-(1S,6S)-7-(9H-fluoren-2-yl)-7,9-diaza-bicyclo[4.2.2]dec-3-ene), CCN(C(C)C)C(C)C (DIPEA). Solvent: C(C)O (ethanol). Reaction conditions: temperature 95 celsius. Yields the product ClC1=CC=C2C(=CC=NC2=C1)OC[C@H](CN1C2CC=CCC(C1)N(C2)C2=CC=1CC3=CC=CC=C3C1C=C2)O ((S)-1-(7-Chloro-quinolin-4-yloxy)-3-[9-(9H-fluoren-2-yl)-7,9-diaza-bicyclo[4.2.2]dec-3-en-7-yl]-propan-2-ol). RXN SMILES: [Cl:1][C:2]1[CH:11]=[C:10]2[C:5]([C:6]([O:12][CH2:13][C@@H:14]3[CH2:16][O:15]3)=[CH:7][CH:8]=[N:9]2)=[CH:4][CH:3]=1.[CH:17]1[C:29]2[CH2:28][C:27]3[C:22](=[CH:23][CH:24]=[CH:25][CH:26]=3)[C:21]=2[CH:20]=[CH:19][C:18]=1[N:30]1[CH2:37][C@H:36]2[NH:38][CH2:39][C@@H:31]1[CH2:32][CH:33]=[CH:34][CH2:35]2.CCN(C(C)C)C(C)C>C(O)C>[Cl:1][C:2]1[CH:11]=[C:10]2[C:5]([C:6]([O:12][CH2:13][C@@H:14]([OH:15])[CH2:16][N:38]3[CH2:39][CH:31]4[N:30]([C:18]5[CH:19]=[CH:20][C:21]6[C:22]7[C:27](=[CH:26][CH:25]=[CH:24][CH:23]=7)[CH2:28][C:29]=6[CH:17]=5)[CH2:37][CH:36]3[CH2:35][CH:34]=[CH:33][CH2:32]4)=[CH:7][CH:8]=[N:9]2)=[CH:4][CH:3]=1. Procedure: (S)-7-Chloro-4-oxiranylmethoxy-quinoline (20 mg, 0.084 mmol) and Z-(1S,6S)-7-(9H-fluoren-2-yl)-7,9-diaza-bicyclo[4.2.2]dec-3-ene (22 mg, 0.073 mmol) were placed in a μW tube with ethanol (3 ml), DIPEA (15 μL, 0.086 mmol) and heated to 95° C. for 900 sec. The solvent was evaporated from the reaction mixture and the residue was purified via reverse phase chromatography (gradient 20% to 90% CH3CN/water for 12 min) to yield the title compound as a residue.